From a dataset of the Open Reaction Database (ORD), a public repository of structured organic reaction records. describe an organic reaction: reactants, conditions, products, and yield Reactants: C1(CC1)C=1C=CC(=NC1OCC1=NC=CC=C1)C(=O)O (5-cyclopropyl-6-(pyridin-2-ylmethoxy)-pyridine-2-carboxylic acid), N[C@H](C(=O)N)CC(C)C ((2S)-2-amino-4-methyl-pentanamide). Product: NC([C@H](CC(C)C)NC(C1=NC(=C(C=C1)C1CC1)OCC1=NC=CC=C1)=O)=O ((S)-N-(1-Amino-4-methyl-1-oxopentan-2-yl)-5-cyclopropyl-6-(pyridin-2-ylmethoxy)picolinamide). As a reaction SMILES: [CH:1]1([C:4]2[CH:5]=[CH:6][C:7]([C:18]([OH:20])=O)=[N:8][C:9]=2[O:10][CH2:11][C:12]2[CH:17]=[CH:16][CH:15]=[CH:14][N:13]=2)[CH2:3][CH2:2]1.[NH2:21][C@@H:22]([CH2:26][CH:27]([CH3:29])[CH3:28])[C:23]([NH2:25])=[O:24]>>[NH2:25][C:23](=[O:24])[C@@H:22]([NH:21][C:18](=[O:20])[C:7]1[CH:6]=[CH:5][C:4]([CH:1]2[CH2:2][CH2:3]2)=[C:9]([O:10][CH2:11][C:12]2[CH:17]=[CH:16][CH:15]=[CH:14][N:13]=2)[N:8]=1)[CH2:26][CH:27]([CH3:29])[CH3:28]. Procedure details: The title compound was synthesized in analogy to Example 1, using 5-cyclopropyl-6-(pyridin-2-ylmethoxy)-pyridine-2-carboxylic acid (Example 189 b) and (2S)-2-amino-4-methyl-pentanamide (CAN 687-51-4) as starting materials, MS (EI): m/e=383.2 [M+H]+. The reactants are ClCCCBr, CCCCCC, CC(C)=O, [K+], [K+], O=C([O-])[O-], Oc1ccc2ccccc2c1, c1ccccc1. The product is ClCCCOc1ccc2ccccc2c1. RXN SMILES: [Br:18][CH2:19][CH2:20][CH2:21][Cl:22].[CH3:23][CH2:24][CH2:25][CH2:26][CH2:27][CH3:28].[CH3:35][C:36](=[O:37])[CH3:38].[K+:12].[K+:13].[O-:14][C:15]([O-:16])=[O:17].[cH:1]1[c:2]([OH:11])[cH:3][cH:4][c:5]2[cH:6][cH:7][cH:8][cH:9][c:10]12.[cH:29]1[cH:30][cH:31][cH:32][cH:33][cH:34]1>>[cH:1]1[c:2]([O:11][CH2:19][CH2:20][CH2:21][Cl:22])[cH:3][cH:4][c:5]2[cH:6][cH:7][cH:8][cH:9][c:10]12. The reactants are FC=1C=CC=C2C(=NN(C12)CCC)C1=C(C=C(C=C1)OC)C (7-fluoro-3-(4-methoxy-2-methylphenyl)-1-propyl-1H-indazole), B(Br)(Br)Br (boron tribromide), C1=CCCCC1 (cyclohexene). Yields the product FC=1C=CC=C2C(=NN(C12)CCC)C1=C(C=C(C=C1)O)C (4-(7-fluoro-1-propyl-1H-indazole-3-yl)-3-methylphenol). Yield: 98.5%. RXN SMILES: [F:1][C:2]1[CH:3]=[CH:4][CH:5]=[C:6]2[C:10]=1[N:9]([CH2:11][CH2:12][CH3:13])[N:8]=[C:7]2[C:14]1[CH:19]=[CH:18][C:17]([O:20]C)=[CH:16][C:15]=1[CH3:22].B(Br)(Br)Br.C1CCCCC=1>>[F:1][C:2]1[CH:3]=[CH:4][CH:5]=[C:6]2[C:10]=1[N:9]([CH2:11][CH2:12][CH3:13])[N:8]=[C:7]2[C:14]1[CH:19]=[CH:18][C:17]([OH:20])=[CH:16][C:15]=1[CH3:22]. Procedure: Prepared according to Method D step C from 7-fluoro-3-(4-methoxy-2-methylphenyl)-1-propyl-1H-indazole (0.268 g, 0.90 mmol), boron tribromide (0.275 mL, 2.90 mmol) and 1.0 mL of cyclohexene to give the product (0.252 g) as a white solid.